Dataset: the Open Reaction Database (ORD), a public repository of structured organic reaction records. Task: describe an organic reaction: reactants, conditions, products, and yield Starting materials: OB1OC(C2=C1C=C(C=C2C)O)CC(=O)OCC (ethyl 2-(1,6-dihydroxy-4-methyl-1,3-dihydrobenzo[c][1,2]oxaborol-3-yl)acetate), NC1=NC=NC(=C1)Cl (4-amino-6-chloropyrimidine), C(=O)([O-])[O-].[Cs+].[Cs+] (Cs2CO3). Solvent: CCOC(=O)C (EtOAc), CC#N (CH3CN). Run at temperature 50 celsius, time 24 hour. Product: NC1=CC(=NC=N1)OC=1C=C(C2=C(B(OC2CC(=O)OCC)O)C1)C (Ethyl 2-(6-(6-aminopyrimidin-4-yloxy)-1-hydroxy-4-methyl-1,3-dihydrobenzo[c][1,2]oxaborol-3-yl)acetate). Reaction SMILES: [OH:1][B:2]1[C:6]2[CH:7]=[C:8]([OH:12])[CH:9]=[C:10]([CH3:11])[C:5]=2[CH:4]([CH2:13][C:14]([O:16][CH2:17][CH3:18])=[O:15])[O:3]1.[NH2:19][C:20]1[CH:25]=[C:24](Cl)[N:23]=[CH:22][N:21]=1.C([O-])([O-])=O.[Cs+].[Cs+]>CC#N.CCOC(C)=O>[NH2:19][C:20]1[N:21]=[CH:22][N:23]=[C:24]([O:12][C:8]2[CH:9]=[C:10]([CH3:11])[C:5]3[CH:4]([CH2:13][C:14]([O:16][CH2:17][CH3:18])=[O:15])[O:3][B:2]([OH:1])[C:6]=3[CH:7]=2)[CH:25]=1 |f:2.3.4|. Reported procedure: To the mixture of ethyl 2-(1,6-dihydroxy-4-methyl-1,3-dihydrobenzo[c][1,2]oxaborol-3-yl)acetate (1.04 g, 4 mmol) and 4-amino-6-chloropyrimidine (520 mg, 4 mmol) in CH3CN (20 ml), added Cs2CO3 (3.9 g, 12 mmol). The mixture was stirred at 50° C. for 24 hours. The result mixture was diluted with EtOAc (200 ml), washed with water and brine, dried over Na2SO4. Concentrated to give light yellow oil used for next step without further purification. MS (ESI negative): (M−H)−=342.1. Reactants: CCOC(C)O, COc1cc2ncc(C#N)c(Cl)c2cc1OC, Cl, Cl, Nc1cccc2[nH]ccc12, [Na+], [Na+], O=C([O-])[O-], O, c1ccncc1. Yields the product COc1cc2ncc(C#N)c(Nc3cccc4[nH]ccc34)c2cc1OC. RXN SMILES: [CH2:35]([O:36][CH:37]([OH:38])[CH3:39])[CH3:40].[Cl:1][c:2]1[c:3]([C:16]#[N:17])[cH:4][n:5][c:6]2[cH:7][c:8]([O:14][CH3:15])[c:9]([O:12][CH3:13])[cH:10][c:11]12.[ClH:28].[ClH:47].[NH2:18][c:19]1[c:20]2[cH:21][cH:22][nH:23][c:24]2[cH:25][cH:26][cH:27]1.[Na+:41].[Na+:42].[O-:43][C:44](=[O:45])[O-:46].[OH2:48].[n:29]1[cH:30][cH:31][cH:32][cH:33][cH:34]1>>[c:2]1([NH:18][c:19]2[c:20]3[cH:21][cH:22][nH:23][c:24]3[cH:25][cH:26][cH:27]2)[c:3]([C:16]#[N:17])[cH:4][n:5][c:6]2[cH:7][c:8]([O:14][CH3:15])[c:9]([O:12][CH3:13])[cH:10][c:11]12. Starting materials: CC(C)c1cc2c(c(-c3ccc(F)cc3)c1C(O)c1ccc(C(C)(C)C)cc1)C(=O)CC1(CCC1)O2, CCN(CC)S(F)(F)F, Cc1ccccc1, O. Product: CC(C)c1cc2c(c(-c3ccc(F)cc3)c1C(F)c1ccc(C(C)(C)C)cc1)C(=O)CC1(CCC1)O2. Reaction SMILES: [C:1]([CH3:2])([CH3:3])([CH3:4])[c:5]1[cH:6][cH:7][c:8]([CH:11]([c:12]2[c:13](-[c:29]3[cH:30][cH:31][c:32]([F:35])[cH:33][cH:34]3)[c:14]3[c:19]([cH:20][c:21]2[CH:22]([CH3:23])[CH3:24])[O:18][C:17]2([CH2:16][C:15]3=[O:28])[CH2:25][CH2:26][CH2:27]2)[OH:36])[cH:9][cH:10]1.[CH2:37]([N:38]([S:39]([F:40])([F:41])[F:43])[CH2:42][CH3:44])[CH3:45].[CH3:47][c:48]1[cH:49][cH:50][cH:51][cH:52][cH:53]1.[OH2:46]>>[C:1]([CH3:2])([CH3:3])([CH3:4])[c:5]1[cH:6][cH:7][c:8]([CH:11]([c:12]2[c:13](-[c:29]3[cH:30][cH:31][c:32]([F:35])[cH:33][cH:34]3)[c:14]3[c:19]([cH:20][c:21]2[CH:22]([CH3:23])[CH3:24])[O:18][C:17]2([CH2:16][C:15]3=[O:28])[CH2:25][CH2:26][CH2:27]2)[F:43])[cH:9][cH:10]1. The reactants are CC(=O)[O-], CCO, [Cl-], COc1ccc(C(=O)C(F)(F)F)cc1, [Na+], O, [NH3+]O. Yields the product COc1ccc(C(=NO)C(F)(F)F)cc1. As a reaction SMILES: [CH3:19][C:20](=[O:21])[O-:22].[CH3:23][CH2:24][OH:25].[Cl-:15].[F:1][C:2]([C:3](=[O:4])[c:5]1[cH:6][cH:7][c:8]([O:11][CH3:12])[cH:9][cH:10]1)([F:13])[F:14].[Na+:18].[OH2:26].[OH:16][NH3+:17]>>[F:1][C:2]([C:3]([c:5]1[cH:6][cH:7][c:8]([O:11][CH3:12])[cH:9][cH:10]1)=[N:17][OH:16])([F:13])[F:14]. The reactants are C(C)OC(CC=1N=C(SC1)C1=C(C=CC=C1)O)=O (2-(2-Hydroxyphenyl)-4-thiazoleacetic Acid Ethyl Ester), [Li+].[Br-] (LiBr), OC=1C(=NC=CC1)C(N)=S (3-Hydroxy-2-pyridinecarbothioamide), ClCC(CC(=O)OCC)=O (ethyl 4-chloroacetoacetate). The solvent is C1CCOC1 (THF). Product: C(C)OC(CC=1N=C(SC1)C1=NC=CC=C1O)=O (2-(3-Hydroxy-2-pyridinyl)-4-thiazoleacetic Acid Ethyl Ester). Yield: 90.0%. As a reaction SMILES: [CH2:1]([O:3][C:4](=[O:18])[CH2:5][C:6]1[N:7]=[C:8]([C:11]2C=[CH:15][CH:14]=[CH:13][C:12]=2[OH:17])[S:9][CH:10]=1)[CH3:2].OC1C(C(=S)N)=[N:22]C=CC=1.ClCC(=O)CC(OCC)=O.[Li+].[Br-]>C1COCC1>[CH2:1]([O:3][C:4](=[O:18])[CH2:5][C:6]1[N:7]=[C:8]([C:11]2[C:12]([OH:17])=[CH:13][CH:14]=[CH:15][N:22]=2)[S:9][CH:10]=1)[CH3:2] |f:3.4|. Procedure: The procedure used for the preparation of 4a was repeated with 3-hydroxy-2-pyridinecarbothioamide 3c (358 mg, 2.32 mmol), ethyl 4-chloroacetoacetate (0.628 mL, 4.65 mmol), and LiBr (202 mg, 2.32 mmol) in dry THF (6 mL) to give 4c (552 mg, 90%) as a white solid after chromatographic purification on silica gel (gradient EtOAc/CH2Cl2 : 0-12%) and recrystallization from CH2Cl2 /hexane. mp 85.5°-86.5° C.; IR (KBr) 3400, 1723, 1436, 1202, 1178 cm-1 ; 1H NMR (DMSO-d6) δ1.16 (3H, t, J=7.1 Hz, CH3), 3.93... Starting materials: NC=1C(=C(C(=C(C1I)N)I)CCOC(C)=O)I (3,5-Diamino-2,4,6-triiodo-(2-acetoxyethyl)benzene), CC1(OCC(O1)C(=O)Cl)C (2,2-dimethyl-1,3-dioxolane-4-carboxylic chloride). The product is CC1(OCC(O1)C(=O)NC=1C(=C(C(=C(C1I)NC(=O)C1OC(OC1)(C)C)I)CCOC(C)=O)I)C (3.5-Bis(2,2-dimethyl-1,3-dioxolane-4-carbamido)-2,4,6-triiodo-(2-acetoxyethyl)-benzene). Yield: 47.0%. RXN SMILES: [NH2:1][C:2]1[C:3]([I:17])=[C:4]([CH2:11][CH2:12][O:13][C:14](=[O:16])[CH3:15])[C:5]([I:10])=[C:6]([NH2:9])[C:7]=1[I:8].[CH3:18][C:19]1([CH3:27])[O:23][CH:22]([C:24](Cl)=[O:25])[CH2:21][O:20]1>>[CH3:18][C:19]1([CH3:27])[O:23][CH:22]([C:24]([NH:9][C:6]2[C:5]([I:10])=[C:4]([CH2:11][CH2:12][O:13][C:14](=[O:16])[CH3:15])[C:3]([I:17])=[C:2]([NH:1][C:24]([CH:22]3[CH2:21][O:20][C:19]([CH3:27])([CH3:18])[O:23]3)=[O:25])[C:7]=2[I:8])=[O:25])[CH2:21][O:20]1. Procedure: 3,5-Diamino-2,4,6-triiodo-(2-acetoxyethyl)benzene was acylated with 2,2-dimethyl-1,3-dioxolane-4-carboxylic chloride (prepared in situ) according to the procedure in Example 29a. After work up, the product was purified by preparative HPLC and isolated in 47% yield. The reactants are 1α,2α, C(C)(=O)OC(C)=O (acetic anhydride), O1[C@@]23[C@H]([C@H]4[C@@H]5CC[C@H](C(C(OC)OC)C)[C@]5(CC[C@@H]4[C@]4(CC[C@@H](C1=C24)O)C)C)O3 (6α,7α-diepoxy-21,21-dimethoxy-20-methylpregn-4-en-3β-ol), N1=CC=CC=C1 (pyridine). Solvent: C(Cl)Cl (methylene chloride). Reaction conditions: time 14 hour. The product is C(C)(=O)O[C@@H]1C2=C3[C@]4([C@H]([C@H]5[C@@H]6CC[C@H](C(C(OC)OC)C)[C@]6(CC[C@@H]5[C@]3(CC1)C)C)O4)O2 (6α,7α-diepoxy-21,21-dimethoxy-20-methylpregn-4-ene-3β-yl acetate). The yield is 83.0%. As a reaction SMILES: [O:1]1[C:24]2=[C:25]3[C@:20]([CH3:27])([CH2:21][CH2:22][C@@H:23]2[OH:26])[C@@H:19]2[C@H:4]([C@H:5]4[C@:16]([CH3:28])([CH2:17][CH2:18]2)[C@@H:8]([CH:9]([CH3:15])[CH:10]([O:13][CH3:14])[O:11][CH3:12])[CH2:7][CH2:6]4)[C@@H:3]2[O:29][C@:2]123.N1C=CC=CC=1.[C:36](OC(=O)C)(=[O:38])[CH3:37]>C(Cl)Cl>[C:36]([O:26][C@H:23]1[CH2:22][CH2:21][C@@:20]2([CH3:27])[C:25]3[C@:2]4([O:1][C:24]1=3)[O:29][C@H:3]4[C@@H:4]1[C@@H:19]2[CH2:18][CH2:17][C@@:16]2([CH3:28])[C@H:5]1[CH2:6][CH2:7][C@@H:8]2[CH:9]([CH3:15])[CH:10]([O:13][CH3:14])[O:11][CH3:12])(=[O:38])[CH3:37]. Reported procedure: To a mixture of 0.202 g (0.50 mmole) of 1α,2α;6α,7α-diepoxy-21,21-dimethoxy-20-methylpregn-4-en-3β-ol, 0.5 ml (6.18 mmoles) of dry pyridine and 10 ml of methylene chloride was gradually added 0.1 ml (1.06 mmoles) of acetic anhydride dropwise at a temperature of 0° C. and the resulting solution was stirred at room temperature for 14 hours. The reaction mixture was then worked up in the same manner as Example 10 to recover 0.185 g of 1α,2α;6α,7α-diepoxy-21,21-dimethoxy-20-methylpregn-4-ene-3β-yl a... The reactants are C1CCNCC1, Cc1nc2ccc(S(=O)(=O)Cl)cc2o1, ClC(Cl)Cl, CN(C)C=O. The product is Cc1nc2ccc(S(=O)(=O)N3CCCCC3)cc2o1. As a reaction SMILES: [CH2:1]1[CH2:2][CH2:3][NH:4][CH2:5][CH2:6]1.[CH3:7][c:8]1[o:9][c:10]2[c:11]([n:12]1)[cH:13][cH:14][c:15]([S:17](=[O:18])(=[O:19])[Cl:20])[cH:16]2.[CH:21]([Cl:22])([Cl:23])[Cl:24].[O:25]=[CH:26][N:27]([CH3:28])[CH3:29]>>[CH2:1]1[CH2:2][CH2:3][N:4]([S:17]([c:15]2[cH:14][cH:13][c:11]3[c:10]([o:9][c:8]([CH3:7])[n:12]3)[cH:16]2)(=[O:18])=[O:19])[CH2:5][CH2:6]1.